Dataset: the Open Reaction Database (ORD), a public repository of structured organic reaction records. Task: describe an organic reaction: reactants, conditions, products, and yield Reactants: CCO, [H][H], COc1nc(N)nc2c1ncn2OCc1ccccc1, C1COCCO1. Product: COc1nc(N)nc2c1ncn2O. As a reaction SMILES: [CH3:21][CH2:22][OH:23].[H:24][H:25].[NH2:1][c:2]1[n:3][c:4]([O:19][CH3:20])[c:5]2[n:6][cH:7][n:8]([O:11][CH2:12][c:13]3[cH:14][cH:15][cH:16][cH:17][cH:18]3)[c:9]2[n:10]1.[O:26]1[CH2:27][CH2:28][O:29][CH2:30][CH2:31]1>>[NH2:1][c:2]1[n:3][c:4]([O:19][CH3:20])[c:5]2[n:6][cH:7][n:8]([OH:11])[c:9]2[n:10]1.